The task is: describe an organic reaction: reactants, conditions, products, and yield. This data is from the Open Reaction Database (ORD), a public repository of structured organic reaction records. Starting materials: FC1=CC(=C(C=N1)O)I (6-fluoro-4-iodo-pyridin-3-ol), [H-].[Na+] (sodium hydride), BrCCOC1OCCCC1 (2-(2-bromo-ethoxy)-tetrahydro-pyran). The solvent is C(C)(=O)OCC (ethyl acetate), O (water), CN(C=O)C (dimethylformamide). Reaction conditions: time 1 hour. Product: FC1=NC=C(C(=C1)I)OCCOC1OCCCC1 (2-Fluoro-4-iodo-5-[2-(tetrahydro-pyran-2-yloxy)-ethoxy]-pyridine). Isolated yield 75.6%. As a reaction SMILES: [F:1][C:2]1[N:7]=[CH:6][C:5]([OH:8])=[C:4]([I:9])[CH:3]=1.[H-].[Na+].Br[CH2:13][CH2:14][O:15][CH:16]1[CH2:21][CH2:20][CH2:19][CH2:18][O:17]1>CN(C)C=O.C(OCC)(=O)C.O>[F:1][C:2]1[CH:3]=[C:4]([I:9])[C:5]([O:8][CH2:13][CH2:14][O:15][CH:16]2[CH2:21][CH2:20][CH2:19][CH2:18][O:17]2)=[CH:6][N:7]=1 |f:1.2|. Procedure details: Add 6-fluoro-4-iodo-pyridin-3-ol (0.5 g, 2.09 mmol) to a suspension of sodium hydride (60% dispersion in mineral oil, 0.1 g, 2.51 mmol) in dimethylformamide (6 mL). Stir the mixture for 1 hour. Add 2-(2-bromo-ethoxy)-tetrahydro-pyran (0.51 g, 2.34 mmol). Stir the solution at room temperature overnight. Dilute the mixture with ethyl acetate and water. Wash the organic layer with saturated aqueous sodium chloride and water. Dry the mixture over sodium sulfate. Concentrate the solution in vacuo to ... The reactants are [Li] (lithium), [Cl-].[NH4+] (ammonium chloride), C(C=C)C1(N(CCC1)C(=O)OCC1=CC=CC=C1)C(=O)O ((RS)-2-allyl-N-(benzyloxycarbonyl)proline), C(C=C)I (allyl iodide). Run in CCCCCC.C1CCOC1 (hexane THF), C1CCOC1 (THF), C1CCOC1 (THF). Conditions: time 30 minute. Product: C(C=C)C1(N(CCC1)C(=O)OCC1=CC=CC=C1)C(=O)OC (methyl (RS)-2-allyl-N-(benzyloxycarbonyl)prolinate). Reaction SMILES: [CH2:1]([C:4]1([C:19]([OH:21])=[O:20])[CH2:8][CH2:7][CH2:6][N:5]1[C:9]([O:11][CH2:12][C:13]1[CH:18]=[CH:17][CH:16]=[CH:15][CH:14]=1)=[O:10])[CH:2]=[CH2:3].[Li].[CH2:23](I)C=C.[Cl-].[NH4+]>C1COCC1.CCCCCC.C1COCC1>[CH2:1]([C:4]1([C:19]([O:21][CH3:23])=[O:20])[CH2:8][CH2:7][CH2:6][N:5]1[C:9]([O:11][CH2:12][C:13]1[CH:18]=[CH:17][CH:16]=[CH:15][CH:14]=1)=[O:10])[CH:2]=[CH2:3] |f:3.4,6.7,^1:21|. Reported procedure: Synthesis of (RS)-2-allyl-N-(benzyloxycarbonyl)proline ##STR5## N-benzyloxycarbonylproline methyl ester (13 g) in THF (20 ml) was added dropwise to lithium dilsopropylamide (27.5 ml, 2M in hexane/THF) in THF (100 ml) at -78° C. under nitrogen. The mixture was stirred for 30 minutes and then allyl iodide (5.5 ml) was added dropwise and the mixture stirred for a further 30 minutes and then allowed to warm to ambient temperature. The mixture was then added to aqueous ammonium chloride (200 ml) and ...